From a dataset of the Open Reaction Database (ORD), a public repository of structured organic reaction records. describe an organic reaction: reactants, conditions, products, and yield Starting materials: M{79Br}-H, BrC=1C(=NC(=NC1S(=O)C)N)C=1OC=CC1 (5-bromo-4-furan-2-yl-6-methanesulfinyl-pyrimidin-2-yl-amine), M{81Br}-H, C1(=CC=CC=C1)S (thiophenol), C1CCC2=NCCCN2CC1 (DBU), ( 92 ). Solvent: O1CCOCC1 (dioxane). Yields the product BrC=1C(=NC(=NC1SC1=CC=CC=C1)N)C=1OC=CC1 (5-Bromo-4-furan-2-yl-6-phenylsulfanyl-pyrimidin-2-yl-amine). Reaction SMILES: [Br:1][C:2]1[C:3]([C:12]2[O:13][CH:14]=[CH:15][CH:16]=2)=[N:4][C:5]([NH2:11])=[N:6][C:7]=1[S:8]([CH3:10])=O.[C:17]1(S)[CH:22]=[CH:21]C=[CH:19][CH:18]=1.C1CCN2C(=NCCC2)CC1>O1CCOCC1>[Br:1][C:2]1[C:3]([C:12]2[O:13][CH:14]=[CH:15][CH:16]=2)=[N:4][C:5]([NH2:11])=[N:6][C:7]=1[S:8][C:10]1[CH:21]=[CH:22][CH:17]=[CH:18][CH:19]=1. Procedure details: From 5-bromo-4-furan-2-yl-6-methanesulfinyl-pyrimidin-2-yl-amine, thiophenol and DBU in dioxane. EI-MS m/e (%): 349 (M{81Br}+, 40), 348 ([M{81Br}-H]+, 28), 347 (M{79Br}+, 39), 346 ([M{79Br}-H]+, 24), 268 ([M—Br]+, 100), 175 (92). Reactants: COC1=CC=NC2=CC=C(C=C12)C(=O)OC (methyl 4-methoxy-6-quinolinecarboxylate), P(Br)(Br)Br (phosphorus tribromide), [OH-].[Na+] (sodium hydroxide), O (water). The solvent is CN(C)C=O (DMF), CN(C)C=O (DMF). Reaction conditions: temperature 80 celsius. Yields the product BrC1=CC=NC2=CC=C(C=C12)C(=O)OC (Methyl 4-bromo-6-quinolinecarboxylate). RXN SMILES: CO[C:3]1[C:12]2[C:7](=[CH:8][CH:9]=[C:10]([C:13]([O:15][CH3:16])=[O:14])[CH:11]=2)[N:6]=[CH:5][CH:4]=1.P(Br)(Br)[Br:18].O.[OH-].[Na+]>CN(C=O)C>[Br:18][C:3]1[C:12]2[C:7](=[CH:8][CH:9]=[C:10]([C:13]([O:15][CH3:16])=[O:14])[CH:11]=2)[N:6]=[CH:5][CH:4]=1 |f:3.4|. Procedure: To a solution of methyl 4-methoxy-6-quinolinecarboxylate (910 mg) in DMF (7 ml) was added phosphorus tribromide (1.57 ml) while stirring under ice-cooling. DMF (7 ml) was added and the mixture was heated at 80° C. for 3 hr. To the reaction mixture was added water (50 ml) and the reaction mixture was made weak basic with a 1N aqueous sodium hydroxide solution. The resulting precipitate was collected by filtration and purified by silica gel column chromatography (eluent: chloroform-methanol=100/0-... Reactants: O=C([O-])O, CCOC(=O)[O-], CCCCCCC, CC(=O)O, CCO, CCCCC(C)=O, [H-], [Na+], [Na+], O. Yields the product CCCCC(=O)CC(=O)OCC. RXN SMILES: [C:16](=[O:17])([OH:18])[O-:19].[C:1]([O:2][CH2:3][CH3:4])([O-:5])=[O:6].[CH3:21][CH2:22][CH2:23][CH2:24][CH2:25][CH2:26][CH3:27].[CH3:29][C:30](=[O:31])[OH:32].[CH3:33][CH2:34][OH:35].[CH3:9][C:10]([CH2:11][CH2:12][CH2:13][CH3:14])=[O:15].[H-:7].[Na+:20].[Na+:8].[OH2:28]>>[C:1]([O:2][CH2:3][CH3:4])(=[O:6])[CH2:9][C:10]([CH2:11][CH2:12][CH2:13][CH3:14])=[O:15]. Starting materials: C(C)(C)(C)OC(N[C@@H]1CNCC1)=O ((S)-pyrrolidin-3-yl-carbamic acid tert-butyl ester), BrC1=CC=NC2=CC=C(C=C12)OC (4-bromo-6-methoxy-quinoline). Yields the product COC=1C=C2C(=CC=NC2=CC1)N1C[C@H](CC1)N ((S)-1-(6-Methoxy-quinolin-4-yl)-pyrrolidin-3-ylamine). RXN SMILES: C(OC(=O)[NH:7][C@H:8]1[CH2:12][CH2:11][NH:10][CH2:9]1)(C)(C)C.Br[C:15]1[C:24]2[C:19](=[CH:20][CH:21]=[C:22]([O:25][CH3:26])[CH:23]=2)[N:18]=[CH:17][CH:16]=1>>[CH3:26][O:25][C:22]1[CH:23]=[C:24]2[C:19](=[CH:20][CH:21]=1)[N:18]=[CH:17][CH:16]=[C:15]2[N:10]1[CH2:11][CH2:12][C@H:8]([NH2:7])[CH2:9]1. Procedure: Starting from (S)-pyrrolidin-3-yl-carbamic acid tert-butyl ester (commercial) and 4-bromo-6-methoxy-quinoline (commercial) the title compound was prepared according to procedure F followed by procedure E and was isolated as a brown oil (801 mg, 78% over two steps). The reactants are C(C)(C)OC(=O)C1=C(C=CC=C1)B(O)O (2-(Isopropylcarboxy)-phenylboronic acid), ClC1=NC=C(C=C1)C(F)(F)F (2-chloro-5-trifluoromethylpyridine). Reagents/catalysts: C=1C=CC(=CC1)[P](C=2C=CC=CC2)(C=3C=CC=CC3)[Pd]([P](C=4C=CC=CC4)(C=5C=CC=CC5)C=6C=CC=CC6)([P](C=7C=CC=CC7)(C=8C=CC=CC8)C=9C=CC=CC9)[P](C=1C=CC=CC1)(C=1C=CC=CC1)C=1C=CC=CC1 (Tetrakis(triphenylphosphine)palladium). Run in C1(=CC=CC=C1)C (toluene). Product: C(C)(C)OC(C1=C(C=CC=C1)C1=NC=C(C=C1)C(F)(F)F)=O (2-(5-Trifluoromethyl-pyridin-2-yl)-benzoic acid isopropyl ester). The yield is 70.0%. RXN SMILES: [CH:1]([O:4][C:5]([C:7]1[CH:12]=[CH:11][CH:10]=[CH:9][C:8]=1B(O)O)=[O:6])([CH3:3])[CH3:2].Cl[C:17]1[CH:22]=[CH:21][C:20]([C:23]([F:26])([F:25])[F:24])=[CH:19][N:18]=1>C1(C)C=CC=CC=1.C1C=CC([P]([Pd]([P](C2C=CC=CC=2)(C2C=CC=CC=2)C2C=CC=CC=2)([P](C2C=CC=CC=2)(C2C=CC=CC=2)C2C=CC=CC=2)[P](C2C=CC=CC=2)(C2C=CC=CC=2)C2C=CC=CC=2)(C2C=CC=CC=2)C2C=CC=CC=2)=CC=1>[CH:1]([O:4][C:5](=[O:6])[C:7]1[CH:12]=[CH:11][CH:10]=[CH:9][C:8]=1[C:17]1[CH:22]=[CH:21][C:20]([C:23]([F:26])([F:25])[F:24])=[CH:19][N:18]=1)([CH3:3])[CH3:2] |^1:37,39,58,77|. Reported procedure: 2-(Isopropylcarboxy)-phenylboronic acid (S. Caron and J. M. Hawkins, J. Org. Chem. 1998, 63, 2054-2055) (2.2 g, 10.6 mmol) and 2-chloro-5-trifluoromethylpyridine (500 mg, 2.75 mmol) were dissolved in toluene. Tetrakis(triphenylphosphine)palladium (160 mg, 0.14 mmol) was added and the reaction vessel purged by alternating vacuum and nitrogen gas three times. 8 ml of a 10% sodium carbonate solution was added and the reaction mixture was heated at reflux for 1.5 h. The resulting mixture was extract...